describe an organic reaction: reactants, conditions, products, and yield From a dataset of the Open Reaction Database (ORD), a public repository of structured organic reaction records. Reactants: O([C@H]1[C@H](O)[C@@H](O)[C@H](O)[C@H](O1)C(=O)OC)C1=CC=C(C=C1)[C@H]1N(C([C@@H]1CC[C@H](O)C1=CC=C(C=C1)F)=O)C1=CC=C(C=C1)C#C[Si](C)(C)C (4-((2S,3R)-3-[(3S)-3-(4-fluorophenyl)-3-hydroxypropyl]-4-oxo-1-{4-[(trimethylsilyl)ethynyl]phenyl}azetidin-2-yl)phenyl methyl β-D-glucopyranosiduronate). Run in CO.O.C(C)N(CC)CC (methanol water triethylamine). Product: O([C@H]1[C@H](O)[C@@H](O)[C@H](O)[C@H](O1)C(=O)O)C1=CC=C(C=C1)[C@H]1N(C([C@@H]1CC[C@H](O)C1=CC=C(C=C1)F)=O)C1=CC=C(C=C1)C#C (4-{(2S,3R)-1-(4-ethynylphenyl)-3-[(3S)-3-(4-fluorophenyl)-3-hydroxypropyl]-4-oxoazetidin-2-yl}phenyl β-D-glucopyranosiduronic acid). Reaction SMILES: [O:1]([C:15]1[CH:20]=[CH:19][C:18]([C@@H:21]2[C@@H:24]([CH2:25][CH2:26][C@@H:27]([C:29]3[CH:34]=[CH:33][C:32]([F:35])=[CH:31][CH:30]=3)[OH:28])[C:23](=[O:36])[N:22]2[C:37]2[CH:42]=[CH:41][C:40]([C:43]#[C:44][Si](C)(C)C)=[CH:39][CH:38]=2)=[CH:17][CH:16]=1)[C@@H:2]1[O:10][C@H:9]([C:11]([O:13]C)=[O:12])[C@@H:7]([OH:8])[C@H:5]([OH:6])[C@H:3]1[OH:4]>CO.O.C(N(CC)CC)C>[O:1]([C:15]1[CH:16]=[CH:17][C:18]([C@@H:21]2[C@@H:24]([CH2:25][CH2:26][C@@H:27]([C:29]3[CH:34]=[CH:33][C:32]([F:35])=[CH:31][CH:30]=3)[OH:28])[C:23](=[O:36])[N:22]2[C:37]2[CH:38]=[CH:39][C:40]([C:43]#[CH:44])=[CH:41][CH:42]=2)=[CH:19][CH:20]=1)[C@@H:2]1[O:10][C@H:9]([C:11]([OH:13])=[O:12])[C@@H:7]([OH:8])[C@H:5]([OH:6])[C@H:3]1[OH:4] |f:1.2.3|. Procedure details: A solution of 8a in methanol/water/triethylamine (0.25 mL:1.10 mL:0.40 mL) was stirred at room temperature for approximately 6 h. The volatiles were evaporated in vacuo and the crude residue purified by preparative reversed phase high performance liquid chromatography on YMC Pack Pro C18 phase (gradient elution; 10-65% acetonitrile/water as eluent, 0.1% TFA modifier) to give the title compound (8b); m/z (ES) 574 (M-OH)+, 398; HRMS (ES) m/z calc'd for C32H31FNO9 (MH+) 592.1983, found 592.1985.